From a dataset of the Open Reaction Database (ORD), a public repository of structured organic reaction records. describe an organic reaction: reactants, conditions, products, and yield Starting materials: COc1ccc(CCNCc2ccccc2)cc1OC, CO, Clc1ccc(C2CO2)cc1. Yields the product COc1ccc(CCN(Cc2ccccc2)CC(O)c2ccc(Cl)cc2)cc1OC. As a reaction SMILES: [CH2:1]([c:2]1[cH:3][cH:4][cH:5][cH:6][cH:7]1)[NH:8][CH2:9][CH2:10][c:11]1[cH:12][c:13]([O:19][CH3:20])[c:14]([O:17][CH3:18])[cH:15][cH:16]1.[CH3:31][OH:32].[Cl:21][c:22]1[cH:23][cH:24][c:25]([CH:26]2[CH2:27][O:28]2)[cH:29][cH:30]1>>[CH2:1]([c:2]1[cH:3][cH:4][cH:5][cH:6][cH:7]1)[N:8]([CH2:9][CH2:10][c:11]1[cH:12][c:13]([O:19][CH3:20])[c:14]([O:17][CH3:18])[cH:15][cH:16]1)[CH2:27][CH:26]([c:25]1[cH:24][cH:23][c:22]([Cl:21])[cH:30][cH:29]1)[OH:28].